Dataset: the Open Reaction Database (ORD), a public repository of structured organic reaction records. Task: describe an organic reaction: reactants, conditions, products, and yield Product: IC=1C(NC(N([C@H]2[C@H](O)[C@H](O)[C@@H](CO)O2)C1)=O)=O (5-Iodouridine). Conditions: temperature 80 celsius. Procedure details: In a round bottom flask, uridine (1 g, 4.1 mmol) and iodine powder (1.15 g, 4.5 mmol) were dissolved in a mixture of CHCl3 (55 ml) and 1M HNO3 (10 ml). The reaction was heated at reflux (80° C.) for 5 h. Reaction progress was monitored by TLC (30% methanol in chloroform, Rf: 0.60; RfSM: 0.45). Upon cooling of the reaction mixture to 4° C., crystals of the title compound formed as colourless needles. The precipitate was collected by filtration and dried under vacuum overnight to provide 1.39 g (9... RXN SMILES: [C@@H:1]1([N:10]2[CH:17]=[CH:16][C:14](=[O:15])[NH:13][C:11]2=[O:12])[O:9][C@H:6]([CH2:7][OH:8])[C@@H:4]([OH:5])[C@H:2]1[OH:3].[I:18]I.CO>C(Cl)(Cl)Cl.[N+]([O-])(O)=O>[I:18][C:16]1[C:14](=[O:15])[NH:13][C:11](=[O:12])[N:10]([CH:17]=1)[C@@H:1]1[O:9][C@H:6]([CH2:7][OH:8])[C@@H:4]([OH:5])[C@H:2]1[OH:3]. The reactants are [C@@H]1([C@H](O)[C@H](O)[C@@H](CO)O1)N1C(=O)NC(=O)C=C1 (uridine), II (iodine), CO (methanol). Run in C(Cl)(Cl)Cl (CHCl3), [N+](=O)(O)[O-] (HNO3), C(Cl)(Cl)Cl (chloroform). Product: CCc1ccc(N=CN2CCN(Cc3ccc(Cl)nc3)C2=N[N+](=O)[O-])cc1. The reactants are O=C([O-])[O-], CCc1ccc(N=CN2CCNC2=N[N+](=O)[O-])cc1, CS(C)=O, ClCc1ccc(Cl)nc1, [K+], [K+], O. Reaction SMILES: [C:29](=[O:30])([O-:31])[O-:32].[CH2:1]([CH3:2])[c:3]1[cH:4][cH:5][c:6]([N:9]=[CH:10][N:11]2[C:12](=[N:16][N+:17](=[O:18])[O-:19])[NH:13][CH2:14][CH2:15]2)[cH:7][cH:8]1.[CH3:35][S:36]([CH3:37])=[O:38].[Cl:20][c:21]1[n:22][cH:23][c:24]([CH2:27][Cl:28])[cH:25][cH:26]1.[K+:33].[K+:34].[OH2:39]>>[CH2:1]([CH3:2])[c:3]1[cH:4][cH:5][c:6]([N:9]=[CH:10][N:11]2[C:12](=[N:16][N+:17](=[O:18])[O-:19])[N:13]([CH2:27][c:24]3[cH:23][n:22][c:21]([Cl:20])[cH:26][cH:25]3)[CH2:14][CH2:15]2)[cH:7][cH:8]1. Starting materials: CC(C)(C)[Si](C)(C)Cl (TBDMSCl), FC(C(=O)NCC#CC=1C(=NC(N([C@H]2C[C@H](O)[C@@H](CO)O2)C1)=O)N)(F)F (5-[3-(2,2,2-Trifluoroacetamido)-prop-1-ynyl]-2′-deoxycytidine), N1C=NC=C1 (imidazole). Run in CN(C)C=O (DMF). Reaction conditions: time 2 hour. The product is [Si](C)(C)(C(C)(C)C)OC[C@@H]1[C@H](C[C@@H](O1)N1C(=O)N=C(N)C(=C1)C#CCNC(C(F)(F)F)=O)O (5′-O-(tert-Butyldimethylsilyl)-5-[3-(2,2,2-trifluoroacetamido)-prop-1-ynyl]-2′-deoxycytidine), solid. Isolated yield 64.0%. Reaction SMILES: [F:1][C:2]([F:26])([F:25])[C:3]([NH:5][CH2:6][C:7]#[C:8][C:9]1[C:10]([NH2:24])=[N:11][C:12](=[O:23])[N:13]([CH:22]=1)[C@@H:14]1[O:21][C@H:18]([CH2:19][OH:20])[C@@H:16]([OH:17])[CH2:15]1)=[O:4].N1C=CN=C1.[CH3:32][C:33]([Si:36](Cl)([CH3:38])[CH3:37])([CH3:35])[CH3:34]>CN(C=O)C>[Si:36]([O:20][CH2:19][C@H:18]1[O:21][C@@H:14]([N:13]2[CH:22]=[C:9]([C:8]#[C:7][CH2:6][NH:5][C:3](=[O:4])[C:2]([F:25])([F:1])[F:26])[C:10]([NH2:24])=[N:11][C:12]2=[O:23])[CH2:15][C@@H:16]1[OH:17])([C:33]([CH3:35])([CH3:34])[CH3:32])([CH3:38])[CH3:37]. Reported procedure: To a solution of the starting material (7) (1.0 g, 2.66 mmol) and imidazole (200 mg, 2.93 mmol) in DMF (3.0 ml) at 0° C., was slowly added TBDMSCl (442 mg, 2.93 mmol) in four portions over 1 h. After 2 h, the volatiles were evaporated under reduced pressure and the residue was adsorbed on silica gel and purified by flash chromatography (EtOAc, EtOAc:MeOH 9.5:0.5). The expected product (8) was isolated as a crystalline solid (826 mg, 64%). 1H NMR (d6 DMSO) δ 0.00 (s, 1H, CH3); 0.01 (s, 1H, CH3), ... Reactants: CC(=O)c1ccc(CCc2cnc3c(N)nc4cc(C)ccc4c3c2)cc1, NCCc1ccncc1. Product: Cc1ccc2c(c1)nc(N)c1ncc(CCc3ccc(C(C)NCCc4ccncc4)cc3)cc12. RXN SMILES: [NH2:1][c:2]1[n:3][c:4]2[c:5]([c:6]3[cH:7][c:8]([CH2:12][CH2:13][c:14]4[cH:15][cH:16][c:17]([C:20]([CH3:21])=[O:22])[cH:18][cH:19]4)[cH:9][n:10][c:11]13)[cH:23][cH:24][c:25]([CH3:27])[cH:26]2.[n:28]1[cH:29][cH:30][c:31]([CH2:34][CH2:35][NH2:36])[cH:32][cH:33]1>>[NH2:1][c:2]1[n:3][c:4]2[c:5]([c:6]3[cH:7][c:8]([CH2:12][CH2:13][c:14]4[cH:15][cH:16][c:17]([CH:20]([CH3:21])[NH:36][CH2:35][CH2:34][c:31]5[cH:30][cH:29][n:28][cH:33][cH:32]5)[cH:18][cH:19]4)[cH:9][n:10][c:11]13)[cH:23][cH:24][c:25]([CH3:27])[cH:26]2. Starting materials: CN(C)C=O, [H-], [Na+], O, Cc1ccc(S(=O)(=O)OCC(O)(CC(C)c2ccccc2)C(F)(F)F)cc1. Yields the product CC(CC1(C(F)(F)F)CO1)c1ccccc1. As a reaction SMILES: [CH3:30][N:31]([CH3:32])[CH:33]=[O:34].[H-:28].[Na+:29].[OH2:35].[OH:1][C:2]([CH2:3][O:4][S:5]([c:6]1[cH:7][cH:8][c:9]([CH3:10])[cH:11][cH:12]1)(=[O:13])=[O:14])([CH2:15][CH:16]([CH3:17])[c:18]1[cH:19][cH:20][cH:21][cH:22][cH:23]1)[C:24]([F:25])([F:26])[F:27]>>[C:2]1([CH2:15][CH:16]([CH3:17])[c:18]2[cH:19][cH:20][cH:21][cH:22][cH:23]2)([C:24]([F:25])([F:26])[F:27])[CH2:3][O:4]1. Run in C(C)(=O)OCC (ethyl acetate). The reactants are C(C)OC(C1=CC=C(C=C1)N)=O (4-aminobenzoic acid ethyl ester), O (water), C(C)(C)N(CC)C(C)C (diisopropyl ethyl amine), S(=O)(=O)(OC)OC (dimethyl sulfate). The product is COC(C1=CC=C(C=C1)NC)=O (4-methylaminobenzoic acid methyl ester). Isolated yield 53.3%. Procedure details: 68.15 g (0.412 mol) of 4-aminobenzoic acid ethyl ester was suspended in 86 mL (0.5 mol) diisopropyl ethyl amine and 60.0 g (45 mL, 0.474 mol) dimethyl sulfate was added drop wise. During the addition, the temperature rose to 95° C. The reaction is allowed to continue for 1 hour at 120° C. The reaction mixture was allowed to cool down to room temperature and 300 mL of water was added. The mixture was allowed to stand over night. The precipitated residue was isolated and treated with 250 mL of eth... Conditions: time 1 hour. Reaction SMILES: [CH2:1]([O:3][C:4](=[O:12])[C:5]1[CH:10]=[CH:9][C:8]([NH2:11])=[CH:7][CH:6]=1)C.[CH:13](N(C(C)C)CC)(C)C.S(OC)(OC)(=O)=O.O>C(OCC)(=O)C>[CH3:1][O:3][C:4](=[O:12])[C:5]1[CH:10]=[CH:9][C:8]([NH:11][CH3:13])=[CH:7][CH:6]=1. Starting materials: O=C([O-])[O-], CC#N, COc1ccc(C2CCCN(CCCCl)C2)cc1, Cl, [K+], [K+], c1ccc2c(C3CCNCC3)c[nH]c2c1. Yields the product Cl, COc1ccc(C2CCCN(CCCN3CCC(c4c[nH]c5ccccc45)CC3)C2)cc1. As a reaction SMILES: [C:35](=[O:36])([O-:37])[O-:38].[CH3:41][C:42]#[N:43].[Cl:17][CH2:18][CH2:19][CH2:20][N:21]1[CH2:22][CH:23]([c:27]2[cH:28][cH:29][c:30]([O:33][CH3:34])[cH:31][cH:32]2)[CH2:24][CH2:25][CH2:26]1.[ClH:16].[K+:39].[K+:40].[nH:1]1[cH:2][c:3]([CH:10]2[CH2:11][CH2:12][NH:13][CH2:14][CH2:15]2)[c:4]2[cH:5][cH:6][cH:7][cH:8][c:9]12>>[ClH:17].[nH:1]1[cH:2][c:3]([CH:10]2[CH2:11][CH2:12][N:13]([CH2:18][CH2:19][CH2:20][N:21]3[CH2:22][CH:23]([c:27]4[cH:28][cH:29][c:30]([O:33][CH3:34])[cH:31][cH:32]4)[CH2:24][CH2:25][CH2:26]3)[CH2:14][CH2:15]2)[c:4]2[cH:5][cH:6][cH:7][cH:8][c:9]12. Reactants: CC=1C=CC(=CC1NC=2N=CC=C(N2)C=3C=CC=NC3)C(=O)NC=4C=C(C=C(C4)N5C=C(N=C5)C)C(F)(F)F (Nilotinib), C(CC(=O)O)(=O)O (malonic acid), C(CC(=O)O)(=O)O (malonic acid), CC=1C=CC(=CC1NC=2N=CC=C(N2)C=3C=CC=NC3)C(=O)NC=4C=C(C=C(C4)N5C=C(N=C5)C)C(F)(F)F (Nilotinib). Reaction conditions: temperature 68 celsius, time 5 hour. Yields the product CC=1C=CC(=CC1NC=2N=CC=C(N2)C=3C=CC=NC3)C(=O)NC=4C=C(C=C(C4)N5C=C(N=C5)C)C(F)(F)F.C(CC(=O)[O-])(=O)[O-] (Nilotinib malonate). RXN SMILES: [CH3:1][C:2]1[CH:3]=[CH:4][C:5]([C:21]([NH:23][C:24]2[CH:25]=[C:26]([C:36]([F:39])([F:38])[F:37])[CH:27]=[C:28]([N:30]3[CH:34]=[N:33][C:32]([CH3:35])=[CH:31]3)[CH:29]=2)=[O:22])=[CH:6][C:7]=1[NH:8][C:9]1[N:10]=[CH:11][CH:12]=[C:13]([C:15]2[CH:16]=[CH:17][CH:18]=[N:19][CH:20]=2)[N:14]=1.[C:40]([OH:46])(=[O:45])[CH2:41][C:42]([OH:44])=[O:43]>>[CH3:1][C:2]1[CH:3]=[CH:4][C:5]([C:21]([NH:23][C:24]2[CH:25]=[C:26]([C:36]([F:38])([F:39])[F:37])[CH:27]=[C:28]([N:30]3[CH:34]=[N:33][C:32]([CH3:35])=[CH:31]3)[CH:29]=2)=[O:22])=[CH:6][C:7]=1[NH:8][C:9]1[N:10]=[CH:11][CH:12]=[C:13]([C:15]2[CH:16]=[CH:17][CH:18]=[N:19][CH:20]=2)[N:14]=1.[C:40]([O-:46])(=[O:45])[CH2:41][C:42]([O-:44])=[O:43] |f:2.3|. Reported procedure: Nilotinib base Form A (3.00 g, 5.67 mmol) was dissolved in TFE (29 mL, 9.7V) at room temperature with stirring. Separately, malonic acid (0.62 g, 5.95 mmol, 1.05 mol eq), was mixed with TFE (3 mL) and heated to 68° C. to afford dissolution. The malonic acid solution was added to the solution of Nilotinib base in TFE at 68° C. and stirring was continued at the same temperature for 5 h. The heating source was removed and the mixture was allowed to cool to ambient temperature over a period of 30 mi... Starting materials: [N-]=[N+]=[N-].[Na+] (sodium azide), ClC1CCCN(C2=C1C=CC=C2)C(C2=CC=C(C=C2)NC(C2=C(C=CC=C2)C)=O)=O (5-Chloro-1-[4-(2-methylbenzoylamino)benzoyl]-2,3,4,5-tetrahydro-1H-benzazepine), O (Water). The solvent is CN(C=O)C (dimethylformamide). Conditions: time 8 hour. Product: N(=[N+]=[N-])C1CCCN(C2=C1C=CC=C2)C(C2=CC=C(C=C2)NC(C2=C(C=CC=C2)C)=O)=O (5-azido-1-[4-(2-methylbenzoylamino)benzoyl]-2,3,4,5-tetrahydro-1H-benzazepine). Yield: 83.7%. As a reaction SMILES: Cl[CH:2]1[C:8]2[CH:9]=[CH:10][CH:11]=[CH:12][C:7]=2[N:6]([C:13](=[O:30])[C:14]2[CH:19]=[CH:18][C:17]([NH:20][C:21](=[O:29])[C:22]3[CH:27]=[CH:26][CH:25]=[CH:24][C:23]=3[CH3:28])=[CH:16][CH:15]=2)[CH2:5][CH2:4][CH2:3]1.[N-:31]=[N+:32]=[N-:33].[Na+].O>CN(C)C=O>[N:31]([CH:2]1[C:8]2[CH:9]=[CH:10][CH:11]=[CH:12][C:7]=2[N:6]([C:13](=[O:30])[C:14]2[CH:19]=[CH:18][C:17]([NH:20][C:21](=[O:29])[C:22]3[CH:27]=[CH:26][CH:25]=[CH:24][C:23]=3[CH3:28])=[CH:16][CH:15]=2)[CH2:5][CH2:4][CH2:3]1)=[N+:32]=[N-:33] |f:1.2|. Reported procedure: 5-Chloro-1-[4-(2-methylbenzoylamino)benzoyl]-2,3,4,5-tetrahydro-1H-benzazepine (0.8 g) is dissolved in dimethylformamide and thereto is added sodium azide (0.18 g) at room temperature. The mixture is stirred at room temperature overnight, and further reacted with heating at 50° C. for 5 hours. Water is added to the reaction mixture and the precipitated crystal is collected by filtration to give 5-azido-1-[4-(2-methylbenzoylamino)benzoyl]-2,3,4,5-tetrahydro-1H-benzazepine (0.68 g) as light brown ...